From a dataset of the Open Reaction Database (ORD), a public repository of structured organic reaction records. describe an organic reaction: reactants, conditions, products, and yield Reactants: CC(=O)C=1C=CC=C(C1)O (3-hydroxyacetophenone), CC(=O)C=1C=CC=C(C1)O (3-hydroxyacetophenone), mixture, C(C)(=O)O.C(C)(C)N (isopropylamine acetate). Reaction conditions: temperature 37 celsius. Product: N[C@@H](C)C=1C=C(C=CC1)O ((S)-3-(1-aminoethyl)-phenol). RXN SMILES: [CH3:1][C:2]([C:4]1[CH:5]=[CH:6][CH:7]=[C:8]([OH:10])[CH:9]=1)=O.C(O)(=O)C.C([NH2:18])(C)C>>[NH2:18][C@H:2]([C:4]1[CH:9]=[C:8]([OH:10])[CH:7]=[CH:6][CH:5]=1)[CH3:1] |f:1.2|. Procedure details: A total of 65 g of the 3-hydroxyacetophenone (compound (1)) substrate was charged to the stirred mixture as a powder. After addition of substrate was complete, the volume of the reaction was topped up to 1 L (if necessary) with the appropriate amount of 0.1 M TBA buffer, pH 7.5. The resulting slurry was stirred at 150 rpm at 37° C. (internal temperature). The temperature was monitored using an external temperature probe. The reaction was conducted under a constant nitrogen sweep of 5 L/min. Addi... Reactants: O=C([O-])[O-], C1CN2CCOCC2CN1, CS(C)=O, Cc1cc(F)ccc1-c1cc(Cl)ncc1N(C)C(=O)C(C)(C)c1cc(C(F)(F)F)cc(C(F)(F)F)c1, [K+], [K+]. The product is Cc1cc(F)ccc1-c1cc(N2CCN3CCOCC3C2)ncc1N(C)C(=O)C(C)(C)c1cc(C(F)(F)F)cc(C(F)(F)F)c1. RXN SMILES: [C:47](=[O:48])([O-:49])[O-:50].[CH2:37]1[O:38][CH2:39][CH2:40][N:41]2[CH:42]1[CH2:43][NH:44][CH2:45][CH2:46]2.[CH3:53][S:54]([CH3:55])=[O:56].[F:1][C:2]([c:3]1[cH:4][c:5]([C:13]([C:14](=[O:15])[N:16]([CH3:17])[c:18]2[cH:19][n:20][c:21]([Cl:32])[cH:22][c:23]2-[c:24]2[c:25]([CH3:31])[cH:26][c:27]([F:30])[cH:28][cH:29]2)([CH3:33])[CH3:34])[cH:6][c:7]([C:9]([F:10])([F:11])[F:12])[cH:8]1)([F:35])[F:36].[K+:51].[K+:52]>>[F:1][C:2]([c:3]1[cH:4][c:5]([C:13]([C:14](=[O:15])[N:16]([CH3:17])[c:18]2[cH:19][n:20][c:21]([N:44]3[CH2:43][CH:42]4[CH2:37][O:38][CH2:39][CH2:40][N:41]4[CH2:46][CH2:45]3)[cH:22][c:23]2-[c:24]2[c:25]([CH3:31])[cH:26][c:27]([F:30])[cH:28][cH:29]2)([CH3:33])[CH3:34])[cH:6][c:7]([C:9]([F:10])([F:11])[F:12])[cH:8]1)([F:35])[F:36]. Reactants: COC(=O)c1cccc(Oc2ncccc2C(=O)OCc2ccccc2)c1, ClCCl, CO, CCOC(C)=O, CCCCCC, [H][H]. Yields the product COC(=O)c1cccc(Oc2ncccc2C(=O)O)c1. Reaction SMILES: [CH2:1]([c:2]1[cH:3][cH:4][cH:5][cH:6][cH:7]1)[O:8][C:9]([c:10]1[c:11]([O:16][c:17]2[cH:18][c:19]([C:23](=[O:24])[O:25][CH3:26])[cH:20][cH:21][cH:22]2)[n:12][cH:13][cH:14][cH:15]1)=[O:27].[CH2:44]([Cl:45])[Cl:46].[CH3:30][OH:31].[CH3:32][CH2:33][O:34][C:35](=[O:36])[CH3:37].[CH3:38][CH2:39][CH2:40][CH2:41][CH2:42][CH3:43].[H:28][H:29]>>[O:8]=[C:9]([c:10]1[c:11]([O:16][c:17]2[cH:18][c:19]([C:23](=[O:24])[O:25][CH3:26])[cH:20][cH:21][cH:22]2)[n:12][cH:13][cH:14][cH:15]1)[OH:27]. Reactants: O=C([O-])[O-], Clc1nnc(Cc2ccncc2)c2ccccc12, ClCCl, [K+], [K+], NCc1ccccc1. Yields the product c1ccc(CNc2nnc(Cc3ccncc3)c3ccccc23)cc1. As a reaction SMILES: [C:27](=[O:28])([O-:29])[O-:30].[Cl:1][c:2]1[n:3][n:4][c:5]([CH2:12][c:13]2[cH:14][cH:15][n:16][cH:17][cH:18]2)[c:6]2[cH:7][cH:8][cH:9][cH:10][c:11]12.[Cl:33][CH2:34][Cl:35].[K+:31].[K+:32].[NH2:19][CH2:20][c:21]1[cH:22][cH:23][cH:24][cH:25][cH:26]1>>[c:2]1([NH:19][CH2:20][c:21]2[cH:22][cH:23][cH:24][cH:25][cH:26]2)[n:3][n:4][c:5]([CH2:12][c:13]2[cH:14][cH:15][n:16][cH:17][cH:18]2)[c:6]2[cH:7][cH:8][cH:9][cH:10][c:11]12. Reactants: CS(=O)(=O)Cl (methane sulfonyl chloride), NC1=CC=C(C=C1)C1=CC=C(N1C)C#N (5-(4-Aminophenyl)-1-methyl-1H-pyrrole-2-carbonitrile), O (water). Solvent: C(C)(=O)OCC (ethyl acetate), N1=CC=CC=C1 (pyridine). Conditions: time 4 hour. Yields the product C(#N)C1=CC=C(N1C)C1=CC=C(C=C1)NS(=O)(=O)C (N-[4-(5-cyano-1-methyl-1H-pyrrol-2-yl)phenyl]methanesulfonamide). Isolated yield 66.1%. As a reaction SMILES: [NH2:1][C:2]1[CH:7]=[CH:6][C:5]([C:8]2[N:12]([CH3:13])[C:11]([C:14]#[N:15])=[CH:10][CH:9]=2)=[CH:4][CH:3]=1.[CH3:16][S:17](Cl)(=[O:19])=[O:18].O>N1C=CC=CC=1.C(OCC)(=O)C>[C:14]([C:11]1[N:12]([CH3:13])[C:8]([C:5]2[CH:6]=[CH:7][C:2]([NH:1][S:17]([CH3:16])(=[O:19])=[O:18])=[CH:3][CH:4]=2)=[CH:9][CH:10]=1)#[N:15]. Reported procedure: 5-(4-Aminophenyl)-1-methyl-1H-pyrrole-2-carbonitrile (0.5 g, 2.3 mmol) was dissolved in pyridine (5 mL), methane sulfonyl chloride (0.16 mL, 2.1 mmol) was added, the mixture was stirred for 4 hours, and then water was added. The mixture diluted with ethyl acetate and the mixture was washed with water, saturated CuSO4, 2N HCl, brine, dried over MgSO4, and concentrated. Flash chromatography (5%-50% ethyl acetate in hexane) afforded N-[4-(5-cyano-1-methyl-1H-pyrrol-2-yl)phenyl]methanesulfonamide (0... Reactants: BrC1=CC=C(C(=O)N)C=C1 (4-bromobenzoic acid amide), O=S(Cl)Cl (SOCl2). Product: BrC1=CC=C(C#N)C=C1 (4-bromobenzonitrile). Isolated yield 84.1%. As a reaction SMILES: [Br:1][C:2]1[CH:10]=[CH:9][C:5]([C:6]([NH2:8])=O)=[CH:4][CH:3]=1.O=S(Cl)Cl>>[Br:1][C:2]1[CH:10]=[CH:9][C:5]([C:6]#[N:8])=[CH:4][CH:3]=1. Procedure details: 88 g (0.44 mol) of 4-bromobenzoic acid amide and 320 cm3 (4.4 mol) of SOCl2 were refluxed on a warm water bath for 10 hours. The excess SOCl2 was distilled off on warm water bath under reduced pressure using an aspirator and the residue was reorystallized from methanol to yield 67 g (0.37 mol) of 4-bromobenzonitrile.